Task: describe an organic reaction: reactants, conditions, products, and yield. Dataset: the Open Reaction Database (ORD), a public repository of structured organic reaction records Reactants: C(C1=CC=CC=C1)OC1(C(C(=O)N)C=C(C=C1)C(CBr)=O)O (2-benzyloxy-5-bromoacetyl salicylamide), NCCCN1N=NC2=C1C=CC=C2 (1-(3-aminopropyl)-1H-benzotriazole), C([O-])([O-])=O.[Na+].[Na+] (sodium carbonate). Run in C(C)(=O)OCC (ethyl acetate). The product is N1N=NC2=C1C=CC=C2 (benzotriazole). As a reaction SMILES: C(OC1(O)C=CC(C(=O)CBr)=CC1C(N)=O)C1C=CC=CC=1.NCCC[N:27]1[C:31]2[CH:32]=[CH:33][CH:34]=[CH:35][C:30]=2[N:29]=[N:28]1.C(=O)([O-])[O-].[Na+].[Na+]>C(OCC)(=O)C>[NH:27]1[C:31]2[CH:32]=[CH:33][CH:34]=[CH:35][C:30]=2[N:29]=[N:28]1 |f:2.3.4|. Reported procedure: A mixture of 17.5 gm of 2-benzyloxy-5-bromoacetyl salicylamide, 17.6 gm of 1-(3-aminopropyl)-1H-benzotriazole, 6 gm of sodium carbonate and 150 ml of ethyl acetate was refluxed for 1.5 hours. After separation of the inorganic constituents, the mother liquor was evaporated, the residue was dissolved in a 100 ml of acetonitrile, and the solution was acidified with 5 gm of oxalic acid. The precipitated 1-[3-(3-carbamoyl-4-benzyloxy-β-oxophenethylamino)-propyl]-1-H-benzotriazole oxalate was collecte... RXN SMILES: [CH2:17]1[CH2:18][CH2:19][NH:20][CH2:21]1.[CH3:34][c:35]1[cH:36][cH:37][cH:38][cH:39][cH:40]1.[NH2:1][c:2]1[c:3]2[cH:4][cH:5][cH:6][cH:7][c:8]2[n:9][c:10]2[c:15]1[CH:14]([OH:16])[CH2:13][CH2:12][CH2:11]2.[OH2:22].[c:23]1([CH3:24])[cH:25][cH:26][c:27]([S:28]([OH:29])(=[O:30])=[O:31])[cH:32][cH:33]1>>[NH2:1][c:2]1[c:3]2[cH:4][cH:5][cH:6][cH:7][c:8]2[n:9][c:10]2[c:15]1[CH:14]([N:20]1[CH2:19][CH2:18][CH2:17][CH2:21]1)[CH2:13][CH2:12][CH2:11]2. The reactants are C1CCNC1, Cc1ccccc1, Nc1c2c(nc3ccccc13)CCCC2O, O, Cc1ccc(S(=O)(=O)O)cc1. Product: Nc1c2c(nc3ccccc13)CCCC2N1CCCC1. Reactants: BrC=1C=C(C(=NC1)O)F (5-bromo-3-fluoro-2-hydroxypyridine), P(Br)(Br)Br (phosphorus tribromide), ice water. Conditions: time 2 hour. Product: BrC1=NC=C(C=C1F)Br (2,5-dibromo-3-fluoropyridine). Reaction SMILES: [Br:1][C:2]1[CH:3]=[C:4]([F:9])[C:5](O)=[N:6][CH:7]=1.P(Br)(Br)[Br:11]>>[Br:11][C:5]1[C:4]([F:9])=[CH:3][C:2]([Br:1])=[CH:7][N:6]=1. Reported procedure: 97.6 g (508.0 mmol) of 5-bromo-3-fluoro-2-hydroxypyridine are stirred at 150° C. for 6 hours in 500 ml of phosphorus tribromide. The mixture is subsequently poured into ice water, stirred for 2 hours and extracted three times with dichloromethane, and the organic phase is washed with sodium hydrogencarbonate solution until neutral, dried over sodium sulfate and evaporated to dryness. Chromatographic purification (silica gel/dichloromethane) gives 76.53 g of 2,5-dibromo-3-fluoropyridine. ##STR22#... Starting materials: C(C)(C)(C)OC(=O)N1CCC(CC1)NC(C(C1=CC=CC=C1)(O)C1CCCC1)=O (N-(1-t-butoxycarbonylpiperidin-4-yl)- 2-cyclopentyl-2-hydroxy-2-phenylacetamide), [OH-].[Na+] (sodium hydroxide). Run in Cl.O1CCOCC1 (hydrogen chloride dioxane). Reaction conditions: time 12 hour. Product: N1CCC(CC1)NC(C(C1=CC=CC=C1)(O)C1CCCC1)=O (N-(piperidin-4-yl)- 2-cyclopentyl-2-hydroxy-2-phenylacetamide). RXN SMILES: C(OC([N:8]1[CH2:13][CH2:12][CH:11]([NH:14][C:15](=[O:29])[C:16]([CH:24]2[CH2:28][CH2:27][CH2:26][CH2:25]2)([OH:23])[C:17]2[CH:22]=[CH:21][CH:20]=[CH:19][CH:18]=2)[CH2:10][CH2:9]1)=O)(C)(C)C.[OH-].[Na+]>Cl.O1CCOCC1>[NH:8]1[CH2:9][CH2:10][CH:11]([NH:14][C:15](=[O:29])[C:16]([CH:24]2[CH2:25][CH2:26][CH2:27][CH2:28]2)([OH:23])[C:17]2[CH:18]=[CH:19][CH:20]=[CH:21][CH:22]=2)[CH2:12][CH2:13]1 |f:1.2,3.4|. Procedure details: 752 Milligrams of N-(1-t-butoxycarbonylpiperidin-4-yl)- 2-cyclopentyl-2-hydroxy-2-phenylacetamide was dissolved in 7 ml of 4N hydrogen chloride-dioxane solution, and stirred for 12 hours at room temperature. The reaction mixture was made weakly basic with 1N sodium hydroxide solution and extracted with diethyl ether. The extract was washed with saturated saline solution, dried over anhydrous magnesium sulfate and removed of the solvent by reduced pressure distillation to give 420 mg of the title... Starting materials: C(CC)(=O)N1C[C@@H]2C[C@H]([C@@H]2C1)C1=CC=C(C=C1)NS(=O)(=O)C1=CC=C(C=C1)OC(F)(F)F (N-[4-((1R,5S,6R)-3-Propionyl-3-aza-bicyclo[3.2.0]hept-6-yl)-phenyl]-4-trifluoromethoxy-benzenesulfonamide), Cl (HCl). Run in C(CCC)O (n-butanol). Yields the product C12CNCC2C(C1)C1=CC=C(C=C1)NS(=O)(=O)C1=CC=C(C=C1)OC(F)(F)F (N-[4-(3-aza-bicyclo[3.2.0]hept-6-yl)-phenyl]-4-trifluoromethoxy-benzenesulfonamide). The yield is 98.0%. As a reaction SMILES: C([N:5]1[CH2:11][C@@H:10]2[C@@H:7]([CH2:8][C@H:9]2[C:12]2[CH:17]=[CH:16][C:15]([NH:18][S:19]([C:22]3[CH:27]=[CH:26][C:25]([O:28][C:29]([F:32])([F:31])[F:30])=[CH:24][CH:23]=3)(=[O:21])=[O:20])=[CH:14][CH:13]=2)[CH2:6]1)(=O)CC.Cl>C(O)CCC>[CH:7]12[CH2:8][CH:9]([C:12]3[CH:13]=[CH:14][C:15]([NH:18][S:19]([C:22]4[CH:27]=[CH:26][C:25]([O:28][C:29]([F:32])([F:30])[F:31])=[CH:24][CH:23]=4)(=[O:20])=[O:21])=[CH:16][CH:17]=3)[CH:10]1[CH2:11][NH:5][CH2:6]2. Reported procedure: N-[4-((1R,5S,6R)-3-Propionyl-3-aza-bicyclo[3.2.0]hept-6-yl)-phenyl]-4-trifluoromethoxy-benzenesulfonamide (100 mg, 0.21 mmol) was dissolved in n-butanol (10 ml) followed by the addition of concentrated HCl (2 ml). The solution was refluxed for 3 hours, cooled and concentrated. The residue was washed with ethyl acetate, treated with NaOH (2M) and extracted with ethyl acetate (3×10 ml). The alkaline organic extracts were dried over MgSO4, filtered and concentrated to give N-[4-(3-aza-bicyclo[3.2.0... Starting materials: OCCOC1=C(C=CC=C1)SC (o-(β-Hydroxyethoxy)-thioanisole), S(=O)(Cl)Cl (thionyl chloride). Yields the product ClCCOC1=C(C=CC=C1)SC (o-(β-chloroethoxy)-thioanisole). As a reaction SMILES: O[CH2:2][CH2:3][O:4][C:5]1[CH:10]=[CH:9][CH:8]=[CH:7][C:6]=1[S:11][CH3:12].S(Cl)([Cl:15])=O>>[Cl:15][CH2:2][CH2:3][O:4][C:5]1[CH:10]=[CH:9][CH:8]=[CH:7][C:6]=1[S:11][CH3:12]. Procedure details: o-(β-Hydroxyethoxy)-thioanisole (0.1 mole) is refluxed in excess thionyl chloride and evaporated to dryness to yield o-(β-chloroethoxy)-thioanisole. The reactants are C(C)OC(CCCOC1=C(C(=C(C=C1)C(C)=O)OCCCOCCCOC1=C(C(=C(C=C1)C(C)=O)O)CCC)CCC)=O (4-[4-acetyl-3-[3-[3(4-acetyl-3-hydroxy-2-propylphenoxy)propoxy]propoxy]-2-propylphenoxy]butanoic acid ethyl ester), [OH-].[Na+] (sodium hydroxide). Solvent: CO (methanol). Product: C(C)(=O)C1=C(C(=C(OCCCC(=O)O)C=C1)CCC)OCCCOCCCOC1=C(C(=C(C=C1)C(C)=O)O)CCC (4-[4-acetyl-3-[3-[3-(4-acetyl-3-hydroxy-2-propylphenoxy)propoxy]propoxy]-2-propylphenoxy]butanoic acid). Yield: 93.0%. Reaction SMILES: C([O:3][C:4](=[O:43])[CH2:5][CH2:6][CH2:7][O:8][C:9]1[CH:14]=[CH:13][C:12]([C:15](=[O:17])[CH3:16])=[C:11]([O:18][CH2:19][CH2:20][CH2:21][O:22][CH2:23][CH2:24][CH2:25][O:26][C:27]2[CH:32]=[CH:31][C:30]([C:33](=[O:35])[CH3:34])=[C:29]([OH:36])[C:28]=2[CH2:37][CH2:38][CH3:39])[C:10]=1[CH2:40][CH2:41][CH3:42])C.[OH-].[Na+]>CO>[C:15]([C:12]1[CH:13]=[CH:14][C:9]([O:8][CH2:7][CH2:6][CH2:5][C:4]([OH:43])=[O:3])=[C:10]([CH2:40][CH2:41][CH3:42])[C:11]=1[O:18][CH2:19][CH2:20][CH2:21][O:22][CH2:23][CH2:24][CH2:25][O:26][C:27]1[CH:32]=[CH:31][C:30]([C:33](=[O:35])[CH3:34])=[C:29]([OH:36])[C:28]=1[CH2:37][CH2:38][CH3:39])(=[O:17])[CH3:16] |f:1.2|. Procedure: A solution of 2.06 g (0.0034 mole) of 4-[4-acetyl-3-[3-[3(4-acetyl-3-hydroxy-2-propylphenoxy)propoxy]propoxy]-2-propylphenoxy]butanoic acid ethyl ester in 50 ml of methanol and 17 ml (0.017 mole) of 1.0N sodium hydroxide was stirred at reflux for 2 hours. Most of the solvent was removed and the pH of the residue was adjusted to 2.0 The product was extracted with methylene chloride. The extract was washed with water, dried (magnesium sulfate) and concentrated in vacuo to give 1.81 g (92% yield) o...